From a dataset of the Open Reaction Database (ORD), a public repository of structured organic reaction records. describe an organic reaction: reactants, conditions, products, and yield Starting materials: CC(C)(C)[Si](C)(C)OC1CCC(N2CCC(Cc3c(Cl)cc(OS(=O)(=O)C(F)(F)F)cc3Cl)C2=O)CC1, COCCOC, [Na+], [Na+], O=C([O-])[O-], c1ccc(P(c2ccccc2)(c2ccccc2)[Pd](P(c2ccccc2)(c2ccccc2)c2ccccc2)(P(c2ccccc2)(c2ccccc2)c2ccccc2)P(c2ccccc2)(c2ccccc2)c2ccccc2)cc1, OB(O)c1cccnc1. Yields the product CC(C)(C)[Si](C)(C)OC1CCC(N2CCC(Cc3c(Cl)cc(-c4cccnc4)cc3Cl)C2=O)CC1. As a reaction SMILES: [C:1]([CH3:2])([CH3:3])([CH3:4])[Si:5]([O:6][CH:7]1[CH2:8][CH2:9][CH:10]([N:13]2[C:14](=[O:35])[CH:15]([CH2:18][c:19]3[c:20]([Cl:34])[cH:21][c:22]([O:26][S:27]([C:28]([F:29])([F:30])[F:31])(=[O:32])=[O:33])[cH:23][c:24]3[Cl:25])[CH2:16][CH2:17]2)[CH2:11][CH2:12]1)([CH3:36])[CH3:37].[CH2:130]([CH2:131][O:132][CH3:133])[O:134][CH3:135].[Na+:47].[Na+:48].[O-:49][C:50](=[O:51])[O-:52].[cH:53]1[cH:54][cH:55][c:56]([P:57]([Pd:58]([P:59]([c:60]2[cH:61][cH:62][cH:63][cH:64][cH:65]2)([c:66]2[cH:67][cH:68][cH:69][cH:70][cH:71]2)[c:72]2[cH:73][cH:74][cH:75][cH:76][cH:77]2)([P:78]([c:79]2[cH:80][cH:81][cH:82][cH:83][cH:84]2)([c:85]2[cH:86][cH:87][cH:88][cH:89][cH:90]2)[c:91]2[cH:92][cH:93][cH:94][cH:95][cH:96]2)[P:97]([c:98]2[cH:99][cH:100][cH:101][cH:102][cH:103]2)([c:104]2[cH:105][cH:106][cH:107][cH:108][cH:109]2)[c:110]2[cH:111][cH:112][cH:113][cH:114][cH:115]2)([c:116]2[cH:117][cH:118][cH:119][cH:120][cH:121]2)[c:122]2[cH:123][cH:124][cH:125][cH:126][cH:127]2)[cH:128][cH:129]1.[n:38]1[cH:39][c:40]([B:44]([OH:45])[OH:46])[cH:41][cH:42][cH:43]1>>[C:1]([CH3:2])([CH3:3])([CH3:4])[Si:5]([O:6][CH:7]1[CH2:8][CH2:9][CH:10]([N:13]2[C:14](=[O:35])[CH:15]([CH2:18][c:19]3[c:20]([Cl:34])[cH:21][c:22](-[c:40]4[cH:39][n:38][cH:43][cH:42][cH:41]4)[cH:23][c:24]3[Cl:25])[CH2:16][CH2:17]2)[CH2:11][CH2:12]1)([CH3:36])[CH3:37]. Product: NC(C(=O)N1CCCC1c1ccnc(N2CCc3ccccc32)c1)C1CCCCC1. Starting materials: CC(C)(C)OC(=O)NC(C(=O)N1CCCC1c1ccnc(N2CCc3ccccc32)c1)C1CCCCC1, ClCCl, O=C(O)C(F)(F)F. RXN SMILES: [C:1]([O:2][C:3](=[O:4])[NH:7][CH:8]([C:9](=[O:10])[N:11]1[CH:12]([c:16]2[cH:17][c:18]([N:22]3[CH2:23][CH2:24][c:25]4[cH:26][cH:27][cH:28][cH:29][c:30]43)[n:19][cH:20][cH:21]2)[CH2:13][CH2:14][CH2:15]1)[CH:31]1[CH2:32][CH2:33][CH2:34][CH2:35][CH2:36]1)([CH3:5])([CH3:6])[CH3:37].[Cl:45][CH2:46][Cl:47].[F:38][C:39]([F:40])([F:41])[C:42]([OH:43])=[O:44]>>[NH2:7][CH:8]([C:9](=[O:10])[N:11]1[CH:12]([c:16]2[cH:17][c:18]([N:22]3[CH2:23][CH2:24][c:25]4[cH:26][cH:27][cH:28][cH:29][c:30]43)[n:19][cH:20][cH:21]2)[CH2:13][CH2:14][CH2:15]1)[CH:31]1[CH2:32][CH2:33][CH2:34][CH2:35][CH2:36]1. Reactants: OCC1CC=CCC1COCc1ccccc1, Cc1ccc(S(=O)(=O)Cl)cc1, c1ccncc1. Yields the product Cc1ccc(S(=O)(=O)OCC2CC=CCC2COCc2ccccc2)cc1. Reaction SMILES: [OH:1][CH2:2][CH:3]1[CH2:4][CH:5]=[CH:6][CH2:7][CH:8]1[CH2:9][O:10][CH2:11][c:12]1[cH:13][cH:14][cH:15][cH:16][cH:17]1.[c:18]1([CH3:28])[cH:19][cH:20][c:21]([S:24](=[O:25])(=[O:26])[Cl:27])[cH:22][cH:23]1.[cH:29]1[cH:30][cH:31][n:32][cH:33][cH:34]1>>[O:1]([CH2:2][CH:3]1[CH2:4][CH:5]=[CH:6][CH2:7][CH:8]1[CH2:9][O:10][CH2:11][c:12]1[cH:13][cH:14][cH:15][cH:16][cH:17]1)[S:24]([c:21]1[cH:20][cH:19][c:18]([CH3:28])[cH:23][cH:22]1)(=[O:25])=[O:26]. Starting materials: BrC1=CC(=C(OC(C(=O)OCC)C)C(=C1)C)C (Ethyl 2-(4-bromo-2,6-dimethylphenoxy)propanoate), BrC1=CC(=C(C(=C1)C)O)C (4-bromo-2,6-dimethylphenol), [N+](=O)(O)[O-] (nitric acid). Solvent: S(O)(O)(=O)=O (sulfuric acid), O (water). Yields the product BrC1=C(C(=C(OC(C(=O)OCC)C)C(=C1)C)C)[N+](=O)[O-] (ethyl 2-(4-bromo-2,6-dimethyl-3-nitrophenoxy)propanoate). As a reaction SMILES: [Br:1][C:2]1[CH:15]=[C:14]([CH3:16])[C:5]([O:6][CH:7]([CH3:13])[C:8]([O:10][CH2:11][CH3:12])=[O:9])=[C:4]([CH3:17])[CH:3]=1.BrC1C=C(C)C(O)=C(C)C=1.[N+:28]([O-])([OH:30])=[O:29]>S(=O)(=O)(O)O.O>[Br:1][C:2]1[CH:15]=[C:14]([CH3:16])[C:5]([O:6][CH:7]([CH3:13])[C:8]([O:10][CH2:11][CH3:12])=[O:9])=[C:4]([CH3:17])[C:3]=1[N+:28]([O-:30])=[O:29]. Reported procedure: Ethyl 2-(4-bromo-2,6-dimethylphenoxy)propanoate (92.8 g, 307 mmole), prepared by the method of Example 1 from 4-bromo-2,6-dimethylphenol, was dissolved in 320 ml of cold (-10°) concentrated sulfuric acid. While maintaining the temperature below 0°, 22.4 ml of 70% nitric acid was added slowly. After fifteen minutes the reaction mixture was poured onto ice and diluted to 1.0 l with water, then extracted with two portions of diethyl ether. The organic portion was washed repeatedly with aqueous sodi... The reactants are BrB(Br)Br, COc1ccc(N(C)c2nc(C)nc3ccccc23)cc1, ClCCl, Cl. The product is Cc1nc(N(C)c2ccc(O)cc2)c2ccccc2n1. RXN SMILES: [B:23]([Br:24])([Br:25])[Br:26].[CH3:2][O:3][c:4]1[cH:5][cH:6][c:7]([N:10]([CH3:11])[c:12]2[n:13][c:14]([CH3:22])[n:15][c:16]3[cH:17][cH:18][cH:19][cH:20][c:21]23)[cH:8][cH:9]1.[Cl:27][CH2:28][Cl:29].[ClH:1]>>[OH:3][c:4]1[cH:5][cH:6][c:7]([N:10]([CH3:11])[c:12]2[n:13][c:14]([CH3:22])[n:15][c:16]3[cH:17][cH:18][cH:19][cH:20][c:21]23)[cH:8][cH:9]1. Starting materials: aqueous solution, [C@@H]([C@H](C(=O)[O-])O)(C(=O)[O-])O.[Na+].[K+] (Rochelle's salt), aqueous solution, [OH-].[Na+] (sodium hydroxide), C(C)(C1(CCC1)C1=CC(=C(C=C1)Cl)Cl)=NO (1-acetyl-1-(3,4-dichlorophenyl)cyclobutane oxime), [H-].[Al+3].[Li+].[H-].[H-].[H-] (lithium aluminium hydride). Solvent: O (water), CCOCC (ether), CCOCC (ether). Run at time 1 hour. Product: ClC=1C=C(C=CC1Cl)C1(CCC1)C(C)N (1-[1-(3,4-dichlorophenyl)cyclobutyl]ethylamine). RXN SMILES: [C:1](=[N:15]O)([C:3]1([C:7]2[CH:12]=[CH:11][C:10]([Cl:13])=[C:9]([Cl:14])[CH:8]=2)[CH2:6][CH2:5][CH2:4]1)[CH3:2].[H-].[Al+3].[Li+].[H-].[H-].[H-].[C@H](O)(C([O-])=O)[C@@H](O)C([O-])=O.[Na+].[K+].[OH-].[Na+]>CCOCC.O>[Cl:14][C:9]1[CH:8]=[C:7]([C:3]2([CH:1]([NH2:15])[CH3:2])[CH2:6][CH2:5][CH2:4]2)[CH:12]=[CH:11][C:10]=1[Cl:13] |f:1.2.3.4.5.6,7.8.9,10.11|. Reported procedure: A solution of the oxime prepared above (4.0 g) in ether (50 ml) was added slowly to a stirred suspension of lithium aluminium hydride (0.9 g) in ether (50 ml) under nitrogen. The mixture was heated under reflux for one hour and, after cooling, water and then a 20% aqueous solution of Rochelle's salt (potassium sodium tartrate tetrahydrate) (27 ml) and a 10% aqueous solution of sodium hydroxide (6 ml) added. The reaction mixture was stirred for one hour and then continuously extracted with ether ...